describe an organic reaction: reactants, conditions, products, and yield From a dataset of the Open Reaction Database (ORD), a public repository of structured organic reaction records. The reactants are FC1=CC=C(CN2[C@H]3[C@@H]4CC[C@H]([C@H]3C(=C(C2=O)C2=NS(C3=C(N2)C=CC(=C3)I)(=O)=O)O)C4)C=C1 ((1R,2S,7R,8S)-3-(4-Fluoro-benzyl)-6-hydroxy-5-(7-iodo-1,1-dioxo-1,4-dihydro-1λ6-benzo[1,2,4]thiadiazin-3-yl)-3-aza-tricyclo[6.2.1.02,7]undec-5-en-4-one), [Cu]C#N (copper(I) cyanide). Run in C(C)(=O)OCC (ethyl acetate), CN(C=O)C (N,N-dimethylformamide). Reaction conditions: temperature 120 celsius, time 24 hour. Yields the product FC1=CC=C(CN2[C@H]3[C@@H]4CC[C@H]([C@H]3C(=C(C2=O)C2=NS(C3=C(N2)C=CC(=C3)C#N)(=O)=O)O)C4)C=C1 ((1R,2S,7R,8S)-3-[3-(4-fluoro-benzyl)-6-hydroxy-4-oxo-3-aza-tricyclo[6.2.1.02,7]undec-5-en-5-yl]-1,1-dioxo-1,4-dihydro-1λ6-benzo[1,2,4]thiadiazine-7-carbonitrile). The yield is 96.2%. RXN SMILES: [F:1][C:2]1[CH:34]=[CH:33][C:5]([CH2:6][N:7]2[C:16](=[O:17])[C:15]([C:18]3[NH:23][C:22]4[CH:24]=[CH:25][C:26](I)=[CH:27][C:21]=4[S:20](=[O:30])(=[O:29])[N:19]=3)=[C:14]([OH:31])[C@H:13]3[C@@H:8]2[C@H:9]2[CH2:32][C@@H:12]3[CH2:11][CH2:10]2)=[CH:4][CH:3]=1.[Cu][C:36]#[N:37]>CN(C)C=O.C(OCC)(=O)C>[F:1][C:2]1[CH:34]=[CH:33][C:5]([CH2:6][N:7]2[C:16](=[O:17])[C:15]([C:18]3[NH:23][C:22]4[CH:24]=[CH:25][C:26]([C:36]#[N:37])=[CH:27][C:21]=4[S:20](=[O:30])(=[O:29])[N:19]=3)=[C:14]([OH:31])[C@H:13]3[C@@H:8]2[C@H:9]2[CH2:32][C@@H:12]3[CH2:11][CH2:10]2)=[CH:4][CH:3]=1. Procedure: (1R,2S,7R,8S)-3-(4-Fluoro-benzyl)-6-hydroxy-5-(7-iodo-1,1-dioxo-1,4-dihydro-1λ6-benzo[1,2,4]thiadiazin-3-yl)-3-aza-tricyclo[6.2.1.02,7]undec-5-en-4-one (0.5 g, 0.84 mmol) and copper(I) cyanide (0.151 g, 1.7 mmol) were suspended in anhydrous N,N-dimethylformamide (4 mL). The mixture was stirred at 120° C., under nitrogen for 24 h. Upon cooling, the mixture was diluted with ethyl acetate (20 mL) and washed with saturated aqueous ammonium chloride solution (3×15 mL). The organic phase was passed th... Starting materials: N[C@@H](CCC(=O)NCC)C(=O)O (theanine), Cl(=O)(=O)O (chloric acid). The solvent is amino acid. Product: N[C@@H](CCC(=O)O)C(=O)O (glutamic acid), C(C)N (ethylamine). RXN SMILES: [NH2:1][C@H:2]([C:10]([OH:12])=[O:11])[CH2:3][CH2:4][C:5](NCC)=[O:6].Cl(O)(=O)=[O:14]>>[NH2:1][C@H:2]([C:10]([OH:12])=[O:11])[CH2:3][CH2:4][C:5]([OH:6])=[O:14].[CH2:2]([NH2:1])[CH3:3]. Procedure details: The fraction had the same mobilities as standard theanine in amino acid analyzer and in paper chromatography. Hydrolysis of the fraction with chloric acid or glutaminase produced an equal molar ratio of glutamic acid and ethylamine. The hydrolysis of the fraction with glutaminase showed that the ethylamine was located at γ-position. The glutamic acid was shown L-form by glutamic acid hydrogenase (GluDH). IR spectrum of the fraction was identical to that of the standard as shown in FIG. 1. The is... Starting materials: CN1C2=NC(=NC(=C2N=C1C=O)N1CCOCC1)N1C(=NC2=C1C=CC=C2)C (9-methyl-2-(2-methylbenzoimidazol-1-yl)-6-morpholin-4-yl-9H-purine-8-carbaldehyde), CC(C(O)C1CCNCC1)C (2-methyl-1-piperidin-4-yl-propan-1-ol), C(C)(=O)O[BH-](OC(C)=O)OC(C)=O.[Na+] (Sodium triacetoxyborohydride). Solvent: ClCCCl (1,2-dichloroethane). Conditions: time 1.5 hour. Yields the product CC(C(O)C1CCN(CC1)CC=1N(C2=NC(=NC(=C2N1)N1CCOCC1)N1C(=NC2=C1C=CC=C2)C)C)C (2-methyl-1-(1-((9-methyl-2-(2-methyl-1H-benzo[d]imidazol-1-yl)-6-morpholino-9H-purin-8-yl)methyl)piperidin-4-yl)propan-1-ol). Isolated yield 41.5%. Reaction SMILES: [CH3:1][N:2]1[C:10]([CH:11]=O)=[N:9][C:8]2[C:3]1=[N:4][C:5]([N:19]1[C:23]3[CH:24]=[CH:25][CH:26]=[CH:27][C:22]=3[N:21]=[C:20]1[CH3:28])=[N:6][C:7]=2[N:13]1[CH2:18][CH2:17][O:16][CH2:15][CH2:14]1.[CH3:29][CH:30]([CH3:39])[CH:31]([CH:33]1[CH2:38][CH2:37][NH:36][CH2:35][CH2:34]1)[OH:32].C(O[BH-](OC(=O)C)OC(=O)C)(=O)C.[Na+]>ClCCCl>[CH3:29][CH:30]([CH3:39])[CH:31]([CH:33]1[CH2:38][CH2:37][N:36]([CH2:11][C:10]2[N:2]([CH3:1])[C:3]3[C:8]([N:9]=2)=[C:7]([N:13]2[CH2:14][CH2:15][O:16][CH2:17][CH2:18]2)[N:6]=[C:5]([N:19]2[C:23]4[CH:24]=[CH:25][CH:26]=[CH:27][C:22]=4[N:21]=[C:20]2[CH3:28])[N:4]=3)[CH2:35][CH2:34]1)[OH:32] |f:2.3|. Procedure details: A mixture of 9-methyl-2-(2-methylbenzoimidazol-1-yl)-6-morpholin-4-yl-9H-purine-8-carbaldehyde (200 mg, 0.53 mmol), 2-methyl-1-piperidin-4-yl-propan-1-ol (125 mg, 0.79 mmol) and 4 Å molecular sieves (1.0 g) in 1,2-dichloroethane (10 mL) was stirred at RT under nitrogen atmosphere for 1.5 h. Sodium triacetoxyborohydride (167 mg, 0.79 mmol) was added and the resulting reaction mixture was stirred at RT for 16 h. The solvent was reduced in vacuo and the residue was loaded onto an Isolute® SCX-2 car... The reactants are C(C)\C(=C/C(C(=O)N)=NO)\C(C)[N+](=O)[O-] ((E)-4-ethyl-2-hydroxyimino-5-nitro-3-hexenamide), [N+](=[N-])=C (diazomethane), C(C)(=O)O (acetic acid). Solvent: CO (methanol). Product: C(C)\C(=C/C(C(=O)N)=NOC)\C(C)[N+](=O)[O-] ((E)-4-ethyl-2-methoxyimino-5-nitro-3-hexenamide). As a reaction SMILES: [CH2:1](/[C:3](/[CH:11]([N+:13]([O-:15])=[O:14])[CH3:12])=[CH:4]\[C:5](=[N:9][OH:10])[C:6]([NH2:8])=[O:7])[CH3:2].[N+](=[CH2:18])=[N-].C(O)(=O)C>CO>[CH2:1](/[C:3](/[CH:11]([N+:13]([O-:15])=[O:14])[CH3:12])=[CH:4]\[C:5](=[N:9][O:10][CH3:18])[C:6]([NH2:8])=[O:7])[CH3:2]. Procedure: To (E)-4-ethyl-2-hydroxyimino-5-nitro-3-hexenamide (37 mg) in methanol (5 ml) was added excess etheral diazomethane at -20° C. The resulting mixture was allowed to stand at 0° C. for an hour and then acetic acid was added thereto until the yellow color of the solution was discharged. The resulting reaction mixture was evaporated under reduced pressure to give an oil which was purified by preparative thin layer chromatography, developing with chloroform containing 5% methanol to give (E)-4-ethyl-... Reactants: C=CCc1cccc(Oc2ccccc2C)c1OC(C)=O, CC(=O)O, [Na+], O=[O+][O-], OO, O=S([O-])O. Product: Cc1ccccc1Oc1cccc2c1OC(=O)C2. As a reaction SMILES: [C:4](=[O:6])([O:7][c:8]1[c:9]([O:17][c:18]2[c:19]([CH3:24])[cH:20][cH:21][cH:22][cH:23]2)[cH:10][cH:11][cH:12][c:13]1[CH2:14][CH:5]=[CH2:15])[CH3:16].[CH3:32][C:33](=[O:34])[OH:35].[Na+:31].[O-:1][O+:2]=[O:3].[OH:25][OH:26].[S:27]([O-:28])([OH:29])=[O:30]>>[C:4]1(=[O:6])[O:7][c:8]2[c:9]([O:17][c:18]3[c:19]([CH3:24])[cH:20][cH:21][cH:22][cH:23]3)[cH:10][cH:11][cH:12][c:13]2[CH2:14]1. Reactants: FC1=CC=C(C(=O)C2CCN(CC2)CCN(S(=O)(=O)C2=CCC(C=C2)=NO)C2=C(C=CC=C2)OC)C=C1 (N-{2-[4-(4-fluorobenzoyl)piperidino]ethyl}-4-(N-hydroxyimino)-N-(2-methoxyphenyl)benzenesulfonamide), Cl.CCOCC (hydrogen chloride ether). The solvent is C(Cl)Cl (methylene chloride). Run at time 5 minute. The product is Cl.FC1=CC=C(C(=O)C2CCN(CC2)CCN(S(=O)(=O)C2=CCC(C=C2)=NO)C2=C(C=CC=C2)OC)C=C1 (N-{2-[4-{4-Fluorobenzoyl)piperidino]ethyl}-4-(N-hydroxyimino)-N-(2-methoxyphenyl)benzenesulfonamide hydrochloride). Yield: 99.8%. As a reaction SMILES: [F:1][C:2]1[CH:37]=[CH:36][C:5]([C:6]([CH:8]2[CH2:13][CH2:12][N:11]([CH2:14][CH2:15][N:16]([C:28]3[CH:33]=[CH:32][CH:31]=[CH:30][C:29]=3[O:34][CH3:35])[S:17]([C:20]3[CH:25]=[CH:24][C:23](=[N:26][OH:27])[CH2:22][CH:21]=3)(=[O:19])=[O:18])[CH2:10][CH2:9]2)=[O:7])=[CH:4][CH:3]=1.[ClH:38].CCOCC>C(Cl)Cl>[ClH:38].[F:1][C:2]1[CH:3]=[CH:4][C:5]([C:6]([CH:8]2[CH2:13][CH2:12][N:11]([CH2:14][CH2:15][N:16]([C:28]3[CH:33]=[CH:32][CH:31]=[CH:30][C:29]=3[O:34][CH3:35])[S:17]([C:20]3[CH:21]=[CH:22][C:23](=[N:26][OH:27])[CH2:24][CH:25]=3)(=[O:19])=[O:18])[CH2:10][CH2:9]2)=[O:7])=[CH:36][CH:37]=1 |f:1.2,4.5|. Procedure details: N-{2-[4-(4-fluorobenzoyl)piperidino]ethyl}-4-(N-hydroxyimino)-N-(2-methoxyphenyl)benzenesulfonamide (65 mg, 0.12 mmol) was dissolved in methylene chloride (2 ml) to which was subsequently added saturated hydrogen chloride/ether solution (1 ml). After 5 minutes of stirring, the solvent was removed by evaporation, and the resulting residue was solidified in ether (5 ml) and collected by filtration to obtain 69 mg (99.8%) of the title compound in a colorless amorphous powder form.